From a dataset of the Open Reaction Database (ORD), a public repository of structured organic reaction records. describe an organic reaction: reactants, conditions, products, and yield Reactants: O=C([O-])[O-], COc1cc(C=Cc2nnc(C(CCCOC(C)=O)c3cc(F)c(F)c(F)c3)[nH]2)ccc1-n1cnc(C)c1, CCOC(C)=O, CO, [K+], [K+]. The product is COc1cc(C=Cc2nnc(C(CCCO)c3cc(F)c(F)c(F)c3)[nH]2)ccc1-n1cnc(C)c1. RXN SMILES: [C:1](=[O:2])([O-:3])[O-:4].[C:7](=[O:8])([CH3:9])[O:10][CH2:11][CH2:12][CH2:13][CH:14]([c:15]1[cH:16][c:17]([F:23])[c:18]([F:22])[c:19]([F:21])[cH:20]1)[c:24]1[n:25][n:26][c:27]([CH:29]=[CH:30][c:31]2[cH:32][c:33]([O:43][CH3:44])[c:34](-[n:37]3[cH:38][n:39][c:40]([CH3:42])[cH:41]3)[cH:35][cH:36]2)[nH:28]1.[CH3:45][CH2:46][O:47][C:48](=[O:49])[CH3:50].[CH3:51][OH:52].[K+:5].[K+:6]>>[OH:10][CH2:11][CH2:12][CH2:13][CH:14]([c:15]1[cH:16][c:17]([F:23])[c:18]([F:22])[c:19]([F:21])[cH:20]1)[c:24]1[n:25][n:26][c:27]([CH:29]=[CH:30][c:31]2[cH:32][c:33]([O:43][CH3:44])[c:34](-[n:37]3[cH:38][n:39][c:40]([CH3:42])[cH:41]3)[cH:35][cH:36]2)[nH:28]1. Reactants: C(CC=C)O (3-buten-1-ol), N1=CC=CC=C1 (pyridine), [Si](C)(C)(C(C)(C)C)Cl (tert-butyldimethylsilyl chloride). The solvent is C(Cl)Cl (methylene chloride). Run at time 1 hour. Product: [Si](C)(C)(C(C)(C)C)OCCC=C (4-[(tert-Butyldimethylsilyl)oxy]-1-butene). Isolated yield 56.2%. Reaction SMILES: [CH2:1]([OH:5])[CH2:2][CH:3]=[CH2:4].N1C=CC=CC=1.[Si:12](Cl)([C:15]([CH3:18])([CH3:17])[CH3:16])([CH3:14])[CH3:13]>C(Cl)Cl>[Si:12]([O:5][CH2:1][CH2:2][CH:3]=[CH2:4])([C:15]([CH3:18])([CH3:17])[CH3:16])([CH3:14])[CH3:13]. Procedure: Under a nitrogen atmosphere, to a cold (0° C.), stirring solution of 3-buten-1-ol (2.16 g, 30.0 mmol), pyridine (9 mL), and methylene chloride (30 mL) was added tert-butyldimethylsilyl chloride (4.53 g, 30.1 mmol) purchased from Aldrich Chemical Company. The ice-bath was removed and the mixture was allowed to stir 1 h at room temperature. The mixture, containing a white precipitate, was poured into water (60 mL) and shaken. The methylene chloride layer was separated from the aqueous layer, and t... Starting materials: C1(=CC=CC=C1)C.C(C)O (toluene ethanol), COC1=C(C=CC=C1)B(O)O (2-methoxyphenylboronic acid), C(C)OC(C1=CC(=CC=C1)C1=C(CCC1)Br)=O (3-(2-bromo-cyclopent-1-enyl)-benzoic acid ethyl ester), C([O-])([O-])=O.[K+].[K+] (potassium carbonate). The reagents and catalysts are C=1C=CC(=CC1)[P](C=2C=CC=CC2)(C=3C=CC=CC3)[Pd]([P](C=4C=CC=CC4)(C=5C=CC=CC5)C=6C=CC=CC6)([P](C=7C=CC=CC7)(C=8C=CC=CC8)C=9C=CC=CC9)[P](C=1C=CC=CC1)(C=1C=CC=CC1)C=1C=CC=CC1 (tetrakis(triphenylphosphine)palladium(0)). Run in C(C)OCC.O (diethyl ether water). The product is C(C)OC(C1=CC(=CC=C1)C1=C(CCC1)C1=C(C=CC=C1)OC)=O (3-[2-(2-Methoxy-phenyl)-cyclopent-1-enyl]-benzoic acid ethyl ester). Reaction SMILES: [CH3:1][O:2][C:3]1[CH:8]=[CH:7][CH:6]=[CH:5][C:4]=1B(O)O.[CH2:12]([O:14][C:15](=[O:28])[C:16]1[CH:21]=[CH:20][CH:19]=[C:18]([C:22]2[CH2:26][CH2:25][CH2:24][C:23]=2Br)[CH:17]=1)[CH3:13].C(=O)([O-])[O-].[K+].[K+].C1(C)C=CC=CC=1.C(O)C>C(OCC)C.O.C1C=CC([P]([Pd]([P](C2C=CC=CC=2)(C2C=CC=CC=2)C2C=CC=CC=2)([P](C2C=CC=CC=2)(C2C=CC=CC=2)C2C=CC=CC=2)[P](C2C=CC=CC=2)(C2C=CC=CC=2)C2C=CC=CC=2)(C2C=CC=CC=2)C2C=CC=CC=2)=CC=1>[CH2:12]([O:14][C:15](=[O:28])[C:16]1[CH:21]=[CH:20][CH:19]=[C:18]([C:22]2[CH2:26][CH2:25][CH2:24][C:23]=2[C:4]2[CH:5]=[CH:6][CH:7]=[CH:8][C:3]=2[O:2][CH3:1])[CH:17]=1)[CH3:13] |f:2.3.4,5.6,7.8,^1:54,56,75,94|. Reported procedure: A mixture of 2-methoxyphenylboronic acid (510 mg, 3.36 mmol), 3-(2-bromo-cyclopent-1-enyl)-benzoic acid ethyl ester (840 mg, 2.85 mmol), potassium carbonate (3.18 g, 23.04 mmol) and tetrakis(triphenylphosphine)palladium(0) (370 mg, 0.32 mmol) was stirred and heated in 1:1 toluene/ethanol (30 ml) at 90° C. under nitrogen for 4 hours. After cooling the mixture was diluted with diethyl ether/water and the organic phase dried (MgSO4), evaporated to dryness and the residue purified on Biotage using e... Reactants: Clc1ccccc1CBr, O=C1NCc2ccccc21, O=C([O-])[O-], CC(C)=O, CCCCCC, CCOC(C)=O, [Cs+], [Cs+], C1COCCOCCOCCOCCOCCO1. Product: O=C1c2ccccc2CN1Cc1ccccc1Cl. Reaction SMILES: [Br:11][CH2:12][c:13]1[c:14]([Cl:19])[cH:15][cH:16][cH:17][cH:18]1.[C:1]1(=[O:10])[NH:2][CH2:3][c:4]2[cH:5][cH:6][cH:7][cH:8][c:9]21.[C:20](=[O:21])([O-:22])[O-:23].[CH3:44][C:45](=[O:46])[CH3:47].[CH3:48][CH2:49][CH2:50][CH2:51][CH2:52][CH3:53].[CH3:54][CH2:55][O:56][C:57](=[O:58])[CH3:59].[Cs+:24].[Cs+:25].[O:26]1[CH2:27][CH2:28][O:29][CH2:30][CH2:31][O:32][CH2:33][CH2:34][O:35][CH2:36][CH2:37][O:38][CH2:39][CH2:40][O:41][CH2:42][CH2:43]1>>[C:1]1(=[O:10])[N:2]([CH2:12][c:13]2[c:14]([Cl:19])[cH:15][cH:16][cH:17][cH:18]2)[CH2:3][c:4]2[cH:5][cH:6][cH:7][cH:8][c:9]21. The reactants are N=1C=2C=CC=CC2C=CC1C, IC1COC1. The reagents and catalysts are O=S(=O)(O)O, OO, [Fe].O=S(=O)(O)O.O. Run in O, O=S(C)C. Conditions: temperature 25 celsius, time 1.5 hour. The product is N=1C=2C=CC=CC2C(=CC1C)C3COC3. The yield is 32.0%. Procedure: H2O2  (30%  in  H2O;  0.31  mL,  3.0  mmol)  was  added  dropwise  over  1-2  min  to  a  stirred  solution  of  quinaldine  1b  (135  μL,  1.0  mmol),  concentrated  H2SO4  (107  μL, 2.0  mmol),  3-iodooxetane  (368  mg,  2.0  mmol)  and  iron(II)  sulfate  heptahydrate  (80  mg,  0.3  mmol)  in  DMSO (10 mL) at room temperature. After 1-2 min a further portion of iron(II) sulfate heptahydrate (80 mg,  0.3  mmol)  was  added  and  the  mixture  was  stirred  at  room  temperature  for  30  min.... The reactants are OC1=CC(N(C(=C1)C)CC(=O)O)=O (4-hydroxy-6-methyl-2-oxo-1,2-dihydropyridine-1-acetic acid), [N+](=O)(O)[O-] (nitric acid). The solvent is C(C)(=O)O (acetic acid). Run at temperature 80 celsius. The product is OC1=C(C(N(C(=C1)C)CC(=O)O)=O)[N+](=O)[O-] (4-Hydroxy-6-methyl-3-nitro-2-oxo-1,2-dihydropyridine-1-acetic Acid). Isolated yield 70.0%. Reaction SMILES: [OH:1][C:2]1[CH:7]=[C:6]([CH3:8])[N:5]([CH2:9][C:10]([OH:12])=[O:11])[C:4](=[O:13])[CH:3]=1.[N+:14]([O-])([OH:16])=[O:15]>C(O)(=O)C>[OH:1][C:2]1[CH:7]=[C:6]([CH3:8])[N:5]([CH2:9][C:10]([OH:12])=[O:11])[C:4](=[O:13])[C:3]=1[N+:14]([O-:16])=[O:15]. Procedure details: 31.2 g (0.17 mol) of 4-hydroxy-6-methyl-2-oxo-1,2-dihydropyridine-1-acetic acid are suspended in 255 ml of acetic acid, 24 ml of a 68% aqueous nitric acid solution are added at room temperature and the mixture is heated to 80° C. on an oil bath. The reaction medium is cooled, the solvent is evaporated off and the residue is taken up in twice 100 ml of water. The mixture is evaporated to dryness and the residue is taken up with twice 100 ml of toluene. The product is recrystallized from isopropan... Reactants: O=C(NC1CCCCC1C(=O)O)c1ccccc1, Cl. Product: NC1CCCCC1C(=O)O. Reaction SMILES: [C:1](=[O:2])([c:3]1[cH:4][cH:5][cH:6][cH:7][cH:8]1)[NH:9][CH:10]1[CH:11]([C:16](=[O:17])[OH:18])[CH2:12][CH2:13][CH2:14][CH2:15]1.[ClH:19]>>[NH2:9][CH:10]1[CH:11]([C:16](=[O:17])[OH:18])[CH2:12][CH2:13][CH2:14][CH2:15]1.